From a dataset of the Open Reaction Database (ORD), a public repository of structured organic reaction records. describe an organic reaction: reactants, conditions, products, and yield The reactants are CCOC(C)=O, CCCCCC, CC(C)=O, Oc1cccc(C(OCCCl)=C2C3CC4CC(C3)CC2C4)c1, [I-], [Na+]. As a reaction SMILES: [C:31]([O:32][CH2:33][CH3:34])(=[O:35])[CH3:36].[CH3:25][CH2:26][CH2:27][CH2:28][CH2:29][CH3:30].[CH3:37][C:38](=[O:39])[CH3:40].[Cl:3][CH2:4][CH2:5][O:6][C:7]([c:8]1[cH:9][c:10]([OH:14])[cH:11][cH:12][cH:13]1)=[C:15]1[CH:16]2[CH2:17][CH:18]3[CH2:19][CH:20]([CH2:21][CH:22]1[CH2:23]3)[CH2:24]2.[I-:2].[Na+:1]>>[I:2][CH2:4][CH2:5][O:6][C:7]([c:8]1[cH:9][c:10]([OH:14])[cH:11][cH:12][cH:13]1)=[C:15]1[CH:16]2[CH2:17][CH:18]3[CH2:19][CH:20]([CH2:21][CH:22]1[CH2:23]3)[CH2:24]2. Yields the product Oc1cccc(C(OCCI)=C2C3CC4CC(C3)CC2C4)c1. Reactants: CC(=O)Nc1ccc(S(=O)(=O)Cl)c(C)c1, COC(=O)C(Cc1ccc(-c2ccc(C#N)cc2)cc1)NC(=O)C1Cc2cc3c(cc2CN1)OC(c1ccc(OCc2ccc(Cl)c(Cl)c2)cc1)CO3. Yields the product COC(=O)C(Cc1ccc(-c2ccc(C#N)cc2)cc1)NC(=O)C1Cc2cc3c(cc2CN1S(=O)(=O)c1ccc(NC(C)=O)cc1C)OC(c1ccc(OCc2ccc(Cl)c(Cl)c2)cc1)CO3. RXN SMILES: [C:54]([CH3:55])(=[O:56])[NH:57][c:58]1[cH:59][c:60]([CH3:68])[c:61]([S:64](=[O:65])(=[O:66])[Cl:67])[cH:62][cH:63]1.[CH3:1][O:2][C:3]([CH:4]([CH2:5][c:6]1[cH:7][cH:8][c:9](-[c:12]2[cH:13][cH:14][c:15]([C:18]#[N:19])[cH:16][cH:17]2)[cH:10][cH:11]1)[NH:20][C:21](=[O:22])[CH:23]1[NH:24][CH2:25][c:26]2[cH:27][c:28]3[c:29]([cH:30][c:31]2[CH2:32]1)[O:33][CH2:34][CH:35]([c:37]1[cH:38][cH:39][c:40]([O:43][CH2:44][c:45]2[cH:46][c:47]([Cl:52])[c:48]([Cl:51])[cH:49][cH:50]2)[cH:41][cH:42]1)[O:36]3)=[O:53]>>[CH3:1][O:2][C:3]([CH:4]([CH2:5][c:6]1[cH:7][cH:8][c:9](-[c:12]2[cH:13][cH:14][c:15]([C:18]#[N:19])[cH:16][cH:17]2)[cH:10][cH:11]1)[NH:20][C:21](=[O:22])[CH:23]1[N:24]([S:64]([c:61]2[c:60]([CH3:68])[cH:59][c:58]([NH:57][C:54]([CH3:55])=[O:56])[cH:63][cH:62]2)(=[O:65])=[O:66])[CH2:25][c:26]2[cH:27][c:28]3[c:29]([cH:30][c:31]2[CH2:32]1)[O:33][CH2:34][CH:35]([c:37]1[cH:38][cH:39][c:40]([O:43][CH2:44][c:45]2[cH:46][c:47]([Cl:52])[c:48]([Cl:51])[cH:49][cH:50]2)[cH:41][cH:42]1)[O:36]3)=[O:53].